Dataset: the Open Reaction Database (ORD), a public repository of structured organic reaction records. Task: describe an organic reaction: reactants, conditions, products, and yield Reactants: ClC1=CC=C(C=C1)SC1=C(N=C(N1C)C1=CC=CC=C1)C1=CC=C(C(=O)N)C=C1 (4-{5-[(4-Chlorophenyl)thio]-1-methyl-2-phenyl-1H-imidazol-4-yl}benzamide). Solvent: COC(N(C)C)OC (dimethylformamide-dimethylacetal). Run at temperature 120 celsius. Yields the product ClC1=CC=C(C=C1)SC1=C(N=C(N1C)C1=CC=CC=C1)C1=CC=C(C(=O)/N=C/N(C)C)C=C1 (4-{5-[(4-chlorophenyl)thio]-1-methyl-2-phenyl-1H-imidazol-4-yl}-N-[(1E)-(dimethylamino)methylene]benzamide). As a reaction SMILES: [Cl:1][C:2]1[CH:7]=[CH:6][C:5]([S:8][C:9]2[N:13]([CH3:14])[C:12]([C:15]3[CH:20]=[CH:19][CH:18]=[CH:17][CH:16]=3)=[N:11][C:10]=2[C:21]2[CH:29]=[CH:28][C:24]([C:25]([NH2:27])=[O:26])=[CH:23][CH:22]=2)=[CH:4][CH:3]=1>COC(OC)N(C)C>[Cl:1][C:2]1[CH:7]=[CH:6][C:5]([S:8][C:9]2[N:13]([CH3:14])[C:12]([C:15]3[CH:20]=[CH:19][CH:18]=[CH:17][CH:16]=3)=[N:11][C:10]=2[C:21]2[CH:22]=[CH:23][C:24]([C:25](/[N:27]=[CH:12]/[N:13]([CH3:14])[CH3:9])=[O:26])=[CH:28][CH:29]=2)=[CH:4][CH:3]=1. Procedure details: A mixture of 4-{5-[(4-chlorophenyl)thio]-1-methyl-2-phenyl-1H-imidazol-4-yl}benzamide (Example 71, 35 mg, 0.083 mmol) in 3 mL of dimethylformamide-dimethylacetal was heated at 120° C. for 30 min. The volatiles were removed to afford 4-{5-[(4-chlorophenyl)thio]-1-methyl-2-phenyl-1H-imidazol-4-yl}-N-[(1E)-(dimethylamino)methylene]benzamide, which was used in the next step without further purification. Reactants: Br (Hydrobromic acid), COC1=CC=C2CCNC(C2=C1)C (7-methoxy-1-methyl-1,2,3,4-tetrahydro-isoquinoline). Product: Br.CC1NCCC2=CC=C(C=C12)O (1-methyl-1,2,3,4-tetrahydro-isoquinolin-7-ol hydrogen bromide). RXN SMILES: [BrH:1].C[O:3][C:4]1[CH:13]=[C:12]2[C:7]([CH2:8][CH2:9][NH:10][CH:11]2[CH3:14])=[CH:6][CH:5]=1>>[BrH:1].[CH3:14][CH:11]1[C:12]2[C:7](=[CH:6][CH:5]=[C:4]([OH:3])[CH:13]=2)[CH2:8][CH2:9][NH:10]1 |f:2.3|. Reported procedure: Hydrobromic acid (48%, 46 mL) was added to the 7-methoxy-1-methyl-1,2,3,4-tetrahydro-isoquinoline (2.55 g) and the resulting mixture was heated at reflux for 16 h. Evaporation of the hydrobromic acid, followed by trituation with ethyl acetate (3×) afforded 1-methyl-1,2,3,4-tetrahydro-isoquinolin-7-ol hydrogen bromide (3.04 g). Solvent: O (water). Yield: 68.4%. RXN SMILES: [O:1]=[C:2]1[C:8]2[CH:9]=[CH:10][CH:11]=[CH:12][C:7]=2[CH2:6][NH:5][C:4]2[CH:13]=[CH:14][C:15]([CH2:17][C:18]([O:20]CC)=[O:19])=[CH:16][C:3]1=2.CO>O>[O:1]=[C:2]1[C:8]2[CH:9]=[CH:10][CH:11]=[CH:12][C:7]=2[CH2:6][NH:5][C:4]2[CH:13]=[CH:14][C:15]([CH2:17][C:18]([OH:20])=[O:19])=[CH:16][C:3]1=2. The product is O=C1C2=C(NCC3=C1C=CC=C3)C=CC(=C2)CC(=O)O (5,6-dihydro-11-oxodibenz[b,e]azepine-2-acetic acid). Reactants: O=C1C2=C(NCC3=C1C=CC=C3)C=CC(=C2)CC(=O)OCC (ethyl 5,6-dihydro-11-oxodibenz[b,e]azepine-2-acetate), CO (methanol). Reported procedure: A mixture of ethyl 5,6-dihydro-11-oxodibenz[b,e]azepine-2-acetate (0.333 g), methanol (20 ml) sodium hydroxide (1 g) and water (20 ml) was heated under refluxing for 3 hours. After removal of the solvent by distillation, water was added to the mixture, and then, 5% sulfuric acid was added. The precipitated crystals were collected by filtration, washed in water, and dried to obtain 5,6-dihydro-11-oxodibenz[b,e]azepine-2-acetic acid (0.206 g). m.p.: 135°-145° C.